This data is from the Open Reaction Database (ORD), a public repository of structured organic reaction records. The task is: describe an organic reaction: reactants, conditions, products, and yield Starting materials: Cl (HCl), NC1=C(C=C(O)C=C1)O (4-aminoresorcinol), C(C)OC(=S)S (ethylxanthic acid), [OH-].[K+] (potassium hydroxide). The solvent is C(C)O (ethanol), O (water). The product is SC=1OC2=C(N1)C=CC(=C2)O (2-Mercapto-benzooxazol-6-ol). Yield: 90.0%. As a reaction SMILES: [NH2:1][C:2]1[CH:8]=[CH:7][C:5]([OH:6])=[CH:4][C:3]=1[OH:9].C(O[C:13](S)=[S:14])C.[OH-].[K+].Cl>C(O)C.O>[SH:14][C:13]1[O:9][C:3]2[CH:4]=[C:5]([OH:6])[CH:7]=[CH:8][C:2]=2[N:1]=1 |f:2.3|. Reported procedure: To a solution of 4-aminoresorcinol (1 eq) and ethylxanthic acid (3 eq) in ethanol was added potassium hydroxide (2.1 eq). The mixture was refluxed for two hours then diluted with water and acidified using 1N HCl to a pH of 4. The product was extracted into ethyl acetate then concentrated. The resulting solid was triturated with dichloromethane to give pure product with a 90% yield. MH+=168.1. The reactants are C1(CCCC2=CC=CC=C12)=O (tetralone), C(C(=O)C(=O)OCC)(=O)OCC (diethyl mesoxalate). Run at temperature 100 celsius. Product: O=C1C(CCC2=CC=CC=C12)C(C(=O)OCC)(C(=O)OCC)O (Diethyl 2-(1,2,3,4-tetrahydro-1-oxonaphthalen-2-yl)-2-hydroxymalonate). The yield is 70.4%. Reaction SMILES: [C:1]1(=[O:11])[C:10]2[C:5](=[CH:6][CH:7]=[CH:8][CH:9]=2)[CH2:4][CH2:3][CH2:2]1.[C:12]([O:21][CH2:22][CH3:23])(=[O:20])[C:13]([C:15]([O:17][CH2:18][CH3:19])=[O:16])=[O:14]>>[O:11]=[C:1]1[C:10]2[C:5](=[CH:6][CH:7]=[CH:8][CH:9]=2)[CH2:4][CH2:3][CH:2]1[C:13]([OH:14])([C:12]([O:21][CH2:22][CH3:23])=[O:20])[C:15]([O:17][CH2:18][CH3:19])=[O:16]. Procedure: A mixture of the required tetralone (0.01 mol) and diethyl mesoxalate (0.014 mol) was heated at 100° C. for 12 h. After cooling, the reaction mixture was purified by silica gel chromatography, eluting with cyclohexane/ethyl acetate (8/2), to give the white crystals. Yield 70.4%. ESI-MS: m/z 321.1 (M+H+).